This data is from the Open Reaction Database (ORD), a public repository of structured organic reaction records. The task is: describe an organic reaction: reactants, conditions, products, and yield Starting materials: CN(CCOc1ccc(C=C2SC(=O)NC2=O)cc1)c1ncccn1, [H][H], C1COCCO1. Yields the product CN(CCOc1ccc(CC2SC(=O)NC2=O)cc1)c1ncccn1. Reaction SMILES: [CH3:1][N:2]([c:3]1[n:4][cH:5][cH:6][cH:7][n:8]1)[CH2:9][CH2:10][O:11][c:12]1[cH:13][cH:14][c:15]([CH:16]=[C:17]2[C:18](=[O:23])[NH:19][C:20](=[O:22])[S:21]2)[cH:24][cH:25]1.[H:26][H:27].[O:28]1[CH2:29][CH2:30][O:31][CH2:32][CH2:33]1>>[CH3:1][N:2]([c:3]1[n:4][cH:5][cH:6][cH:7][n:8]1)[CH2:9][CH2:10][O:11][c:12]1[cH:13][cH:14][c:15]([CH2:16][CH:17]2[C:18](=[O:23])[NH:19][C:20](=[O:22])[S:21]2)[cH:24][cH:25]1. Starting materials: O1COC2=C1C=CC(=C2)C(C=O)(C)C (2-(1,3-benzodioxol-5-yl)-2-methyl propanal), NO (NH2OH), N1=CC=CC=C1 (pyridine). Solvent: C(C)O (ethanol), Cl (HCl). Conditions: time 1.5 hour. Product: O1COC2=C1C=CC(=C2)C(C=NO)(C)C (2-(1,3-benzodioxol-5-yl)-2-methyl propanal oxime). Yield: 95.8%. Reaction SMILES: [O:1]1[C:5]2[CH:6]=[CH:7][C:8]([C:10]([CH3:14])([CH3:13])[CH:11]=O)=[CH:9][C:4]=2[O:3][CH2:2]1.[NH2:15][OH:16].N1C=CC=CC=1>C(O)C.Cl>[O:1]1[C:5]2[CH:6]=[CH:7][C:8]([C:10]([CH3:14])([CH3:13])[CH:11]=[N:15][OH:16])=[CH:9][C:4]=2[O:3][CH2:2]1. Reported procedure: To a solution of Compound I (511 mg, 2.66 mmol) in ethanol (1 mL), HCl.NH2OH (277 mg, 4.00 mmol) and pyridine (2.2 mL, 26.58 mmol) were added and it was stirred at room temperature for 1.5 hours. The reaction mixture was evaporated to dryness and added 10 mL of ethyl acetate. The organic layer was washed with distilled water, dried over anhydrous sodium sulfate, filtered and evaporated. The crude reaction mixture was purified over silica gel column using 5:1 petroleum ether-ethyl acetate as solv... Reactants: Cc1ccc(Br)c([N+](=O)[O-])c1, CO, Cl, [Fe], O. Product: Cc1ccc(Br)c(N)c1. As a reaction SMILES: [Br:3][c:4]1[c:5]([N+:11]([O-:12])=[O:13])[cH:6][c:7]([CH3:10])[cH:8][cH:9]1.[CH3:14][OH:15].[ClH:1].[Fe:16].[OH2:2]>>[Br:3][c:4]1[c:5]([NH2:11])[cH:6][c:7]([CH3:10])[cH:8][cH:9]1. The reactants are CN(C)C(=O)C1=CC2=C(C(=C1)C3CCCN3)OC(=CC2=O)N4CCOCC4, C1=CC=C(C=C1)Br. Reagents/catalysts: C(=O)([O-])[O-].[Cs+].[Cs+], CC1(C2=C(C(=CC=C2)P(C3=CC=CC=C3)C4=CC=CC=C4)OC5=C1C=CC=C5P(C6=CC=CC=C6)C7=CC=CC=C7)C, CC(=O)O.CC(=O)O.[Pd]. Solvent: C1COCCO1. Conditions: temperature 100 celsius. The product is CN(C)C(=O)C1=CC2=C(C(=C1)C3CCCN3C4=CC=CC=C4)OC(=CC2=O)N5CCOCC5. The yield is 37.7%. Procedure details: diacetoxypalladium (3.93 mg, 0.02 mmol) was added to a stirred mixture of N,N-dimethyl-2-morpholino-4-oxo-8-(pyrrolidin-2-yl)-4H-chromene-6-carboxamide (130 mg, 0.35 mmol), (9,9-dimethyl-9H-xanthene-4,5-diyl)bis(diphenylphosphine) (20.25 mg, 0.03 mmol), bromobenzene (0.046 ml, 0.44 mmol) and cesium carbonate (171 mg, 0.52 mmol) dissolved in 1,4-dioxane (4 ml). The resulting suspension was degased with argon and then stirred at 100 °C (18:00) for 15 hours.  The reaction mixture was allowed to coo... The reactants are substituted 2-hydroxyethylamine, O=S(Cl)Cl (SOCl2), C1(CCC1)NC1(CCCC1)CCl (1-(cyclobutylamino)-1-(chloromethyl)cyclopentane), ClCCN (2-chloroethylamine), CC1=C(C=CC(=C1)[N+](=O)[O-])N=C=O (2-methyl-4-nitrophenyl isocyanate). Yields the product C1(CCC1)N1C(OCC12CCCC2)=NC2=C(C=C(C=C2)[N+](=O)[O-])C (1-cyclobutyl-2-(2-methyl-4-nitrophenylimino)-3-oxa-1-azaspiro[4.4]nonane). Reaction SMILES: O=S(Cl)Cl.[CH:5]1([NH:9][C:10]2([CH2:15]Cl)[CH2:14][CH2:13][CH2:12][CH2:11]2)[CH2:8][CH2:7][CH2:6]1.ClCCN.[CH3:21][C:22]1[CH:27]=[C:26]([N+:28]([O-:30])=[O:29])[CH:25]=[CH:24][C:23]=1[N:31]=[C:32]=[O:33]>>[CH:5]1([N:9]2[C:10]3([CH2:14][CH2:13][CH2:12][CH2:11]3)[CH2:15][O:33][C:32]2=[N:31][C:23]2[CH:24]=[CH:25][C:26]([N+:28]([O-:30])=[O:29])=[CH:27][C:22]=2[CH3:21])[CH2:8][CH2:7][CH2:6]1. Procedure: 1-Aminocyclopentanecarboxylic acid was converted to the methyl ester according to Method B1c, Step 1. The ester reduced to 1-hydroxymethylcyclopentanamine according to Method B1c, Step 2. The 2-hydroxyethylamine was reacted with cyclobutanone according to Method B4a, Step 1 to give 5-aza-12-oxadispiro[3.1.4.2]dodecane. The oxazolidine was reduced according to Method B4a, Step 2 to give 1-(cyclobutylamino)-1-(hydroxymethyl)cyclopentane. The substituted 2-hydroxyethylamine was reacted with SOCl2 a...